Dataset: the Open Reaction Database (ORD), a public repository of structured organic reaction records. Task: describe an organic reaction: reactants, conditions, products, and yield The reactants are CO, ClC(Cl)Cl, Nc1nc(CCC(O)=S)nc2c1ncn2Cc1ccccc1, O=S(Cl)Cl. Product: COC(=S)CCc1nc(N)c2ncn(Cc3ccccc3)c2n1. As a reaction SMILES: [CH3:27][OH:28].[CH:29]([Cl:30])([Cl:31])[Cl:32].[NH2:1][c:2]1[c:3]2[n:4][cH:5][n:6]([CH2:16][c:17]3[cH:18][cH:19][cH:20][cH:21][cH:22]3)[c:7]2[n:8][c:9]([CH2:11][CH2:12][C:13](=[S:14])[OH:15])[n:10]1.[S:23]([Cl:24])([Cl:25])=[O:26]>>[NH2:1][c:2]1[c:3]2[n:4][cH:5][n:6]([CH2:16][c:17]3[cH:18][cH:19][cH:20][cH:21][cH:22]3)[c:7]2[n:8][c:9]([CH2:11][CH2:12][C:13](=[S:14])[O:15][CH3:27])[n:10]1. Reported procedure: The process according to Example 6 is carried out with the difference that aniline and dimethylformamide solution of 2,6-dimethyl-4-oxo-6,7,8,9-tetrahydro-4H-pyrido(1,2-a)pyrimidine-3-carboxamide is used. The crude 9-(phenyl-hydrazono)-2,6-dimethyl-4-oxo-6,7,8,9-tetrahydro-4H-pyrido(1,2-a)pyrimidine-3-carboxamide melts at 235°-237° C., yield: 49.2%. Yield: 49.2%. Starting materials: NC1=CC=CC=C1 (aniline), CC=1N=C2N(C(C1C(=O)N)=O)C(CCC2)C (2,6-dimethyl-4-oxo-6,7,8,9-tetrahydro-4H-pyrido(1,2-a)pyrimidine-3-carboxamide), CN(C=O)C (dimethylformamide). Product: C1(=CC=CC=C1)NN=C1CCC(N2C1=NC(=C(C2=O)C(=O)N)C)C (9-(phenyl-hydrazono)-2,6-dimethyl-4-oxo-6,7,8,9-tetrahydro-4H-pyrido(1,2-a)pyrimidine-3-carboxamide). As a reaction SMILES: [NH2:1][C:2]1[CH:7]=[CH:6][CH:5]=[CH:4][CH:3]=1.[CH3:8][C:9]1[N:10]=[C:11]2[CH2:22][CH2:21][CH2:20][CH:19]([CH3:23])[N:12]2[C:13](=[O:18])[C:14]=1[C:15]([NH2:17])=[O:16].C[N:25](C)C=O>>[C:2]1([NH:1][N:25]=[C:22]2[C:11]3=[N:10][C:9]([CH3:8])=[C:14]([C:15]([NH2:17])=[O:16])[C:13](=[O:18])[N:12]3[CH:19]([CH3:23])[CH2:20][CH2:21]2)[CH:7]=[CH:6][CH:5]=[CH:4][CH:3]=1. Starting materials: Cl.NC(=N)N (guanidine hydrochloride), C[O-].[Na+] (sodium methoxide), C(=O)(O)/C=C/C=1C=C(C=C(C(=O)OC)C1)C1=C(SC(=C1)Cl)Cl (methyl 5-[(E)-2-carboxyethenyl]-3-(2,5-dichlorothiophen-3-yl)benzoate), CN(CCN)C (N,N-dimethylethylenediamine), ON1N=NC2=C1C=CC=C2 (1-hydroxy-benzotriazole), Cl.CN(CCCN=C=NCC)C (1-(3-dimethylaminopropyl)-3-ethylcarbodiimide hydrochloride). The solvent is CN(C=O)C (N,N-dimethylformamide), CN(C=O)C (N,N-dimethylformamide). Conditions: time 4 hour. The product is Cl.Cl.ClC=1SC(=CC1C=1C=C(C(=O)NC(=N)N)C=C(C1)\C=C\C(NCCN(C)C)=O)Cl ([3-(2,5-dichlorothiophen-3-yl)-5-[(E)-2-[(2-dimethylaminoethyl)carbamoyl]ethenyl]benzoyl]guanidine dihydrochloride). Reaction SMILES: [C:1](/[CH:4]=[CH:5]/[C:6]1[CH:7]=[C:8]([C:16]2[CH:20]=[C:19]([Cl:21])[S:18][C:17]=2[Cl:22])[CH:9]=[C:10]([CH:15]=1)[C:11]([O:13]C)=O)([OH:3])=O.[CH3:23][N:24]([CH3:28])[CH2:25][CH2:26][NH2:27].ON1C2C=CC=CC=2N=N1.[ClH:39].CN(C)CCCN=C=NCC.Cl.[NH2:52][C:53]([NH2:55])=[NH:54].C[O-].[Na+]>CN(C)C=O>[ClH:21].[ClH:39].[Cl:22][C:17]1[S:18][C:19]([Cl:21])=[CH:20][C:16]=1[C:8]1[CH:9]=[C:10]([CH:15]=[C:6](/[CH:5]=[CH:4]/[C:1](=[O:3])[NH:27][CH2:26][CH2:25][N:24]([CH3:28])[CH3:23])[CH:7]=1)[C:11]([NH:54][C:53]([NH2:55])=[NH:52])=[O:13] |f:3.4,5.6,7.8,10.11.12|. Procedure: The mixture of methyl 5-[(E)-2-carboxyethenyl]-3-(2,5-dichlorothiophen-3-yl)benzoate (0.6 g), N,N-dimethylethylenediamine (0.22 ml), 1-hydroxy-benzotriazole (0.27 g) and 1-(3-dimethylaminopropyl)-3-ethylcarbodiimide hydrochloride (0.35 g) in N,N-dimethylformamide (10 ml) was stirred for 4 hours at ambient temperature. To the above mixture was added a mixture of guanidine hydrochloride (0.8 g) in N,N-dimethylformamide (10 ml) and 28 methanolic sodium methoxide (1.5 ml). The mixture was stirred fo... Yields the product O=C1Nc2ccc(Cl)cc2C(c2ccccc2)=NC1F. Starting materials: CS(C)=O, O=C(c1ccccc1)c1cc(Cl)ccc1NC(=O)C(F)Cl, O=C(Cl)C(F)Cl, Nc1ccc(Cl)cc1C(=O)c1ccccc1, N. Reaction SMILES: [CH3:45][S:46]([CH3:47])=[O:48].[Cl:2][CH:3]([C:4](=[O:5])[NH:6][c:7]1[c:8]([C:9](=[O:10])[c:11]2[cH:12][cH:13][cH:14][cH:15][cH:16]2)[cH:17][c:18]([Cl:21])[cH:19][cH:20]1)[F:22].[Cl:39][CH:40]([F:41])[C:42]([Cl:43])=[O:44].[NH2:23][c:24]1[cH:25][cH:26][c:27]([Cl:28])[cH:29][c:30]1[C:31]([c:32]1[cH:33][cH:34][cH:35][cH:36][cH:37]1)=[O:38].[NH3:1]>>[CH:3]1([F:22])[C:4](=[O:5])[NH:6][c:7]2[c:8]([cH:17][c:18]([Cl:21])[cH:19][cH:20]2)[C:9]([c:11]2[cH:12][cH:13][cH:14][cH:15][cH:16]2)=[N:23]1. The reactants are C, CO, Cl, [Pd], CN(Cc1ccccc1)S(=O)(=O)Nc1cc(C(O)CNCCOc2ccc3c(c2)[nH]c2ccccc23)ccc1OCc1ccccc1. Yields the product Cl, CN(Cc1ccccc1)S(=O)(=O)Nc1cc(C(O)CNCCOc2ccc3c(c2)[nH]c2ccccc23)ccc1O. As a reaction SMILES: [C:49].[CH3:51][OH:52].[ClH:48].[Pd:50].[cH:1]1[c:2]([O:14][CH2:15][CH2:16][NH:17][CH2:18][CH:19]([OH:20])[c:21]2[cH:22][cH:23][c:24]([O:40][CH2:41][c:42]3[cH:43][cH:44][cH:45][cH:46][cH:47]3)[c:25]([NH:27][S:28](=[O:29])(=[O:30])[N:31]([CH2:32][c:33]3[cH:34][cH:35][cH:36][cH:37][cH:38]3)[CH3:39])[cH:26]2)[cH:3][cH:4][c:5]2[c:6]3[cH:7][cH:8][cH:9][cH:10][c:11]3[nH:12][c:13]12>>[ClH:48].[cH:1]1[c:2]([O:14][CH2:15][CH2:16][NH:17][CH2:18][CH:19]([OH:20])[c:21]2[cH:22][cH:23][c:24]([OH:40])[c:25]([NH:27][S:28](=[O:29])(=[O:30])[N:31]([CH2:32][c:33]3[cH:34][cH:35][cH:36][cH:37][cH:38]3)[CH3:39])[cH:26]2)[cH:3][cH:4][c:5]2[c:6]3[cH:7][cH:8][cH:9][cH:10][c:11]3[nH:12][c:13]12. Conditions: time 2 hour. Yield: 53.7%. Run in ClCCl (dichloromethane), N1=CC=CC=C1 (pyridine). Yields the product C1(CCC1)C(CC(=O)OC(C)(C)C)=O (tert-Butyl 3-cyclobutyl-3-oxopropionate). As a reaction SMILES: [CH3:1][C:2]1([CH3:10])[O:9][C:7](=[O:8])[CH2:6][C:4](=[O:5])O1.[C:11](Cl)(O)=O.[CH2:15]1[CH2:18][CH2:17][CH2:16]1>ClCCl.N1C=CC=CC=1>[CH:15]1([C:4](=[O:5])[CH2:6][C:7]([O:9][C:2]([CH3:1])([CH3:10])[CH3:11])=[O:8])[CH2:18][CH2:17][CH2:16]1 |f:1.2|. Procedure details: In a mixture of 100 ml of dichloromethane and 15 ml of pyridine was dissolved 12.2 g of meldrum's acid. Under cooling with ice, 10.0 g of cyclobutane carboxychloride was added dropwise to the solution, followed by stirring under room temperature for 2 hours. The solvent was removed under reduced pressure and to the residue was added water. The mixture was extracted with ethyl acetate. The extract was washed with 1N hydrochloric acid and dried over anhydrous magnesium sulfate. The solvent was rem... Reactants: CC1(OC(=O)CC(=O)O1)C (meldrum's acid), C(=O)(O)Cl.C1CCC1 (cyclobutane carboxychloride). The reactants are CC(=O)N1CCNCC1, CC(=O)O[BH-](OC(C)=O)OC(C)=O, O=C([O-])O, CC(=O)O, CCOC(=O)CCc1ccc(-c2ccc(C=O)cc2)c(OCCCOC)c1, CC(Cl)Cl, [Na+], [Na+]. Product: CCOC(=O)CCc1ccc(-c2ccc(CN3CCN(C(C)=O)CC3)cc2)c(OCCCOC)c1. Reaction SMILES: [C:32]([CH3:33])(=[O:34])[N:35]1[CH2:36][CH2:37][NH:38][CH2:39][CH2:40]1.[C:41]([O:42][BH-:43]([O:44][C:45](=[O:46])[CH3:47])[O:48][C:49](=[O:50])[CH3:51])(=[O:52])[CH3:53].[C:55](=[O:56])([OH:57])[O-:58].[CH3:28][C:29](=[O:30])[OH:31].[CH:1](=[O:2])[c:3]1[cH:4][cH:5][c:6](-[c:9]2[c:10]([O:22][CH2:23][CH2:24][CH2:25][O:26][CH3:27])[cH:11][c:12]([CH2:15][CH2:16][C:17](=[O:18])[O:19][CH2:20][CH3:21])[cH:13][cH:14]2)[cH:7][cH:8]1.[Cl:60][CH:61]([Cl:62])[CH3:63].[Na+:54].[Na+:59]>>[CH2:1]([c:3]1[cH:4][cH:5][c:6](-[c:9]2[c:10]([O:22][CH2:23][CH2:24][CH2:25][O:26][CH3:27])[cH:11][c:12]([CH2:15][CH2:16][C:17](=[O:18])[O:19][CH2:20][CH3:21])[cH:13][cH:14]2)[cH:7][cH:8]1)[N:38]1[CH2:37][CH2:36][N:35]([C:32]([CH3:33])=[O:34])[CH2:40][CH2:39]1.